Dataset: the Open Reaction Database (ORD), a public repository of structured organic reaction records. Task: describe an organic reaction: reactants, conditions, products, and yield Reactants: Cl.CN(CC=CC(=O)Cl)C (4-(dimethylamino)-2-butenoyl chloride hydrochloride), CN1CCCC1=O (N-methyl pyrrolidinone), starting material, ClC=1C=C(C=CC1F)NC1=C(C=NC2=CC(=C(C=C12)N)OCC)C#N (4-[3-chloro-4-fluorophenyl]amino-6-amino-3-cyano-7-ethoxy quinoline), C([O-])(O)=O.[Na+] (sodium bicarbonate), starting material. Solvent: CC#N (CH3CN), O (water). Product: ClC=1C=C(C=CC1F)NC1=C(C=NC2=CC(=C(C=C12)NC(C=CCN(C)C)=O)OCC)C#N (4-Dimethylamino-but-2-enoic acid [4-(3-chloro-4-fluoro-phenylamino)-3-cyano-7-ethoxy-quinolin-6-yl]-amide). As a reaction SMILES: CN1C(=O)CCC1.[Cl:8][C:9]1[CH:10]=[C:11]([NH:16][C:17]2[C:26]3[C:21](=[CH:22][C:23]([O:28][CH2:29][CH3:30])=[C:24]([NH2:27])[CH:25]=3)[N:20]=[CH:19][C:18]=2[C:31]#[N:32])[CH:12]=[CH:13][C:14]=1[F:15].Cl.[CH3:34][N:35]([CH3:42])[CH2:36][CH:37]=[CH:38][C:39](Cl)=[O:40].C(=O)(O)[O-].[Na+]>CC#N.O>[Cl:8][C:9]1[CH:10]=[C:11]([NH:16][C:17]2[C:26]3[C:21](=[CH:22][C:23]([O:28][CH2:29][CH3:30])=[C:24]([NH:27][C:39](=[O:40])[CH:38]=[CH:37][CH2:36][N:35]([CH3:42])[CH3:34])[CH:25]=3)[N:20]=[CH:19][C:18]=2[C:31]#[N:32])[CH:12]=[CH:13][C:14]=1[F:15] |f:2.3,4.5|. Procedure details: A 3 L multi-neck flask equipped with agitator, thermometer, dip tube, and nitrogen protection is charged N-methyl pyrrolidinone (0.77 kg, 0.75 L, d=1.033 g/mL). At ambient temperature is added 4-[3-chloro-4-fluorophenyl]amino-6-amino-3-cyano-7-ethoxy quinoline (0.0748 kg). The reaction mixture is heated to 40–45° C. and maintained for about (15 minutes). The reaction mixture is cooled to (0–10° C.) and the light suspension of 4-(dimethylamino)-2-butenoyl chloride hydrochloride in CH3CN added via... The reactants are C1(=CC=CC=C1)SC (thioanisole), FC1=CC=C(C=C1)CC(=O)Cl (4-fluorophenylacetyl chloride), [Cl-].[Al+3].[Cl-].[Cl-] (aluminum chloride), ice, O (water). Run in C(=S)=S (carbon disulfide). Run at time 16 hour. Product: CSC1=CC=C(C=C1)C(CC1=CC=C(C=C1)F)=O (1-(4-methylthiophenyl)-2-(4-fluorophenyl)ethanone). Isolated yield 47.9%. RXN SMILES: [C:1]1([S:7][CH3:8])[CH:6]=[CH:5][CH:4]=[CH:3][CH:2]=1.[F:9][C:10]1[CH:15]=[CH:14][C:13]([CH2:16][C:17](Cl)=[O:18])=[CH:12][CH:11]=1.[Cl-].[Al+3].[Cl-].[Cl-].O>C(=S)=S>[CH3:8][S:7][C:1]1[CH:6]=[CH:5][C:4]([C:17](=[O:18])[CH2:16][C:13]2[CH:14]=[CH:15][C:10]([F:9])=[CH:11][CH:12]=2)=[CH:3][CH:2]=1 |f:2.3.4.5|. Procedure details: To a stirred solution of thioanisole (380 mL, 3.2 mol) and 4-fluorophenylacetyl chloride (300 g, 1.6 mol) in carbon disulfide (1.2 L), cooled to 5° C., was added anhydrous aluminum chloride portionwise at such a rate that the internal temperature did not rise above 15° C. The reaction was stirred at room temperature for 16 hours. The solution was cautiously poured into 2 L of ice and water. The aqueous solution was extracted with methylene chloride (6×150 mL), the combined extracts were dried ov... The reactants are C(C)OC(C(C(=O)C=1OC=CC1)(C)C)=O (3-Furan-2-yl-2,2-dimethyl-3-oxo-propionic acid ethyl ester), N(N)C1=CC=C(C(=O)NC2CC(N(C(C2)(C)C)C)(C)C)C=C1 (4-Hydrazino-N-(1,2,2,6,6-pentamethyl-piperidin-4-yl)-benzamide). The solvent is C(C)(=O)O (acetic acid). The product is O1C(=CC=C1)C1=NN(C(C1(C)C)=O)C1=CC=C(C(=O)NC2CC(N(C(C2)(C)C)C)(C)C)C=C1 (4-(3-Furan-2-yl-4,4-dimethyl-5-oxo-4,5-dihydro-pyrazol-1-yl)-N-(1,2,2,6,6-pentamethyl-piperidin-4-yl)-benzamide). RXN SMILES: C(O[C:4](=[O:15])[C:5]([CH3:14])([CH3:13])[C:6]([C:8]1[O:9][CH:10]=[CH:11][CH:12]=1)=O)C.[NH:16]([C:18]1[CH:37]=[CH:36][C:21]([C:22]([NH:24][CH:25]2[CH2:30][C:29]([CH3:32])([CH3:31])[N:28]([CH3:33])[C:27]([CH3:35])([CH3:34])[CH2:26]2)=[O:23])=[CH:20][CH:19]=1)[NH2:17]>C(O)(=O)C>[O:9]1[CH:10]=[CH:11][CH:12]=[C:8]1[C:6]1[C:5]([CH3:13])([CH3:14])[C:4](=[O:15])[N:16]([C:18]2[CH:37]=[CH:36][C:21]([C:22]([NH:24][CH:25]3[CH2:26][C:27]([CH3:34])([CH3:35])[N:28]([CH3:33])[C:29]([CH3:32])([CH3:31])[CH2:30]3)=[O:23])=[CH:20][CH:19]=2)[N:17]=1. Procedure: 3-Furan-2-yl-2,2-dimethyl-3-oxo-propionic acid ethyl ester (53 mg) and 4-Hydrazino-N-(1,2,2,6,6-pentamethyl-piperidin-4-yl)-benzamide (85 mg) in 0.5 ml of acetic acid were heated up at 65° C. for 2 h. Concentration in vacuo and purification by HPLC gave the expected product (MH+: 451.4) Starting materials: CCOC(=O)c1ccccc1Oc1ccc(-c2cccc(CNCC(=O)OC(C)(C)C)c2)cc1, ClCCl, O=C(O)C(F)(F)F. As a reaction SMILES: [C:1]([O:2][C:3](=[O:4])[CH2:8][NH:9][CH2:10][c:11]1[cH:12][c:13](-[c:17]2[cH:18][cH:19][c:20]([O:23][c:24]3[c:25]([C:26](=[O:27])[O:28][CH2:29][CH3:30])[cH:31][cH:32][cH:33][cH:34]3)[cH:21][cH:22]2)[cH:14][cH:15][cH:16]1)([CH3:5])([CH3:6])[CH3:7].[Cl:35][CH2:36][Cl:37].[OH:38][C:39]([C:40]([F:41])([F:42])[F:43])=[O:44]>>[CH3:8][NH:9][CH2:10][c:11]1[cH:12][c:13](-[c:17]2[cH:18][cH:19][c:20]([O:23][c:24]3[c:25]([C:26](=[O:27])[O:28][CH2:29][CH3:30])[cH:31][cH:32][cH:33][cH:34]3)[cH:21][cH:22]2)[cH:14][cH:15][cH:16]1. The product is CCOC(=O)c1ccccc1Oc1ccc(-c2cccc(CNC)c2)cc1.